This data is from the Open Reaction Database (ORD), a public repository of structured organic reaction records. The task is: describe an organic reaction: reactants, conditions, products, and yield Reactants: CSCS(C)=O, CO, O=Cc1cnn(-c2c(Cl)cc(C(F)(F)F)cc2Cl)n1, C1CCOC1. The product is CSC(=Cc1cnn(-c2c(Cl)cc(C(F)(F)F)cc2Cl)n1)S(C)=O. As a reaction SMILES: [CH3:20][S:21][CH2:22][S:23](=[O:24])[CH3:25].[CH3:31][OH:32].[Cl:1][c:2]1[c:3](-[n:13]2[n:14][cH:15][c:16]([CH:18]=[O:19])[n:17]2)[c:4]([Cl:12])[cH:5][c:6]([C:8]([F:9])([F:10])[F:11])[cH:7]1.[O:26]1[CH2:27][CH2:28][CH2:29][CH2:30]1>>[Cl:1][c:2]1[c:3](-[n:13]2[n:14][cH:15][c:16]([CH:18]=[C:22]([S:21][CH3:20])[S:23](=[O:24])[CH3:25])[n:17]2)[c:4]([Cl:12])[cH:5][c:6]([C:8]([F:9])([F:10])[F:11])[cH:7]1. The reactants are BrC1=C(C(=CC=C1)F)N1C(N(C2=NC(=NC=C2C1)S(=O)(=O)C)C)=O (3-(2-bromo-6-fluorophenyl)-3,4-dihydro-7-methanesulphonyl-1-methyl-pyrimido[4,5-d]pyrimidin-2(1H)-one), NC=1C=CC2=C(S(CCO2)(=O)=O)C1 (6-Amino-2,3-dihydro-benzo[1,4]oxathiine-4,4-dioxide), NC=1C=CC2=C(S(CCO2)(=O)=O)C1 (6-Amino-2,3-dihydro-benzo[1,4]oxathiine-4,4-dioxide), Cl (HCl). Solvent: CN1CCCC1=O (NMP), CCOCC (ether). Run at temperature 120 celsius. Yields the product mixture, BrC1=C(C(=CC=C1)F)N1C(N(C2=NC(=NC=C2C1)NC=1C=CC2=C(S(CCO2)(=O)=O)C1)C)=O (3-(2-bromo-6-fluoro-phenyl)-7-(4,4-dioxo-3,4-dihydro-2H-4λ6-benzo[1,4]oxathiin-6-ylamino)-1-methyl-3,4-dihydro-1H-pyrimido[4,5-d]pyrimidin-2-one). As a reaction SMILES: [Br:1][C:2]1[CH:7]=[CH:6][CH:5]=[C:4]([F:8])[C:3]=1[N:9]1[CH2:18][C:17]2[C:12](=[N:13][C:14](S(C)(=O)=O)=[N:15][CH:16]=2)[N:11]([CH3:23])[C:10]1=[O:24].[NH2:25][C:26]1[CH:27]=[CH:28][C:29]2[O:34][CH2:33][CH2:32][S:31](=[O:36])(=[O:35])[C:30]=2[CH:37]=1.Cl>CN1C(=O)CCC1.CCOCC>[Br:1][C:2]1[CH:7]=[CH:6][CH:5]=[C:4]([F:8])[C:3]=1[N:9]1[CH2:18][C:17]2[C:12](=[N:13][C:14]([NH:25][C:26]3[CH:27]=[CH:28][C:29]4[O:34][CH2:33][CH2:32][S:31](=[O:36])(=[O:35])[C:30]=4[CH:37]=3)=[N:15][CH:16]=2)[N:11]([CH3:23])[C:10]1=[O:24]. Reported procedure: 83 mg 3-(2-bromo-6-fluorophenyl)-3,4-dihydro-7-methanesulphonyl-1-methyl-pyrimido[4,5-d]pyrimidin-2(1H)-one and 80 mg 6-Amino-2,3-dihydro-benzo[1,4]oxathiine-4,4-dioxide (starting material h)) in 0.8 ml NMP were treated with 0.2 ml 2M HCl in ether and heated to 120° C. for 6 hrs. From this mixture 21 mg of the title product were isolated by preparative HPLC-MS (mp: 230–233° C.). Starting materials: C(C)OC(C(CC(C)(C)C1=C(C=C(C=C1)C)OC)=O)=O (4-(2-methoxy-4-methylphenyl)-4-methyl-2-oxopentanoic acid ethyl ester), FC(F)(F)[Si](C)(C)C (trifluoromethyltrimethylsilane), [F-].C(CCC)[N+](CCCC)(CCCC)CCCC (tetrabutylammonium fluoride). The solvent is C1CCOC1 (THF). Product: C(C)OC(C(CC(C)(C)C1=C(C=C(C=C1)C)OC)(C(F)(F)F)O)=O (4-(2-methoxy-4-methylphenyl)-2-hydroxy-4-methyl-2-(trifluoromethyl)pentanoic acid ethyl ester). RXN SMILES: [CH2:1]([O:3][C:4](=[O:20])[C:5](=[O:19])[CH2:6][C:7]([C:10]1[CH:15]=[CH:14][C:13]([CH3:16])=[CH:12][C:11]=1[O:17][CH3:18])([CH3:9])[CH3:8])[CH3:2].[F:21][C:22]([Si](C)(C)C)([F:24])[F:23].[F-].C([N+](CCCC)(CCCC)CCCC)CCC>C1COCC1>[CH2:1]([O:3][C:4](=[O:20])[C:5]([OH:19])([C:22]([F:24])([F:23])[F:21])[CH2:6][C:7]([C:10]1[CH:15]=[CH:14][C:13]([CH3:16])=[CH:12][C:11]=1[O:17][CH3:18])([CH3:9])[CH3:8])[CH3:2] |f:2.3|. Reported procedure: Analogously to Example 7, 4.84 g of 4-(2-methoxy-4-methylphenyl)-4-methyl-2-oxopentanoic acid ethyl ester is reacted with 7 ml of trifluoromethyltrimethylsilane and 3 ml of tetrabutylammonium fluoride solution (1 M in THF) in 56 ml THF to form 4.14 g of 4-(2-methoxy-4-methylphenyl)-2-hydroxy-4-methyl-2-(trifluoromethyl)pentanoic acid ethyl ester. The product is reduced with 856 mg of lithium aluminum hydride in 170 ml of diethyl ether to 3.58 g of 4-(2-methoxy-4-methylphenyl)-2-hydroxy-4-methyl-... Run in C=1(C(=CC=CC1)C)C (xylene). Run at time 1 hour. Procedure: 15.5 g (0.517 moles) of a 80% sodium hydride dispersion, containing 20% of mineral oil, are added in small portions, within 0.5 hours, to a suspension of 100 g (0.5 moles) of N-(2,6-dimethylphenyl)-methanesulfonamide in 800 ml of dry xylene at room temperature, and the mixture is heated then to 130° C. within one hour. 102.5 ml (184.5 g, 0.85 moles) of 1,3-dibromo-butane are added dropwise, within 3 hours, to the mixture at 130°-135° C., and the mixture is stirred at the same temperature for add... RXN SMILES: [H-].[Na+].[CH3:3][C:4]1[CH:9]=[CH:8][CH:7]=[C:6]([CH3:10])[C:5]=1[NH:11][S:12]([CH3:15])(=[O:14])=[O:13].Br[CH2:17][CH2:18][CH:19]([Br:21])[CH3:20]>C1(C)C(C)=CC=CC=1>[CH3:3][C:4]1[CH:9]=[CH:8][CH:7]=[C:6]([CH3:10])[C:5]=1[N:11]([CH2:17][CH2:18][CH:19]([Br:21])[CH3:20])[S:12]([CH3:15])(=[O:14])=[O:13] |f:0.1|. The reactants are [H-].[Na+] (sodium hydride), CC1=C(C(=CC=C1)C)NS(=O)(=O)C (N-(2,6-dimethylphenyl)-methanesulfonamide), BrCCC(C)Br (1,3-dibromo-butane). Yields the product CC1=C(C(=CC=C1)C)N(S(=O)(=O)C)CCC(C)Br (1-[N-(2,6-dimethylphenyl)-methanesulfonamido]-3-bromo-butane). The yield is 65.6%. Starting materials: O=C(Sc1ccccc1C(=O)O)c1ccccc1, Cc1cc(N)n(C)n1, CCOC(C)=O, O=C(Cl)C(=O)Cl, ClCCl, CN(C)C=O. Product: Cc1cc(NC(=O)c2ccccc2SC(=O)c2ccccc2)n(C)n1. RXN SMILES: [C:1]([c:2]1[cH:3][cH:4][cH:5][cH:6][cH:7]1)(=[O:8])[S:9][c:10]1[c:11]([C:12](=[O:13])[OH:14])[cH:15][cH:16][cH:17][cH:18]1.[CH3:30][n:31]1[n:32][c:33]([CH3:37])[cH:34][c:35]1[NH2:36].[CH3:41][CH2:42][O:43][C:44]([CH3:45])=[O:46].[Cl:19][C:20]([C:21]([Cl:22])=[O:23])=[O:24].[Cl:38][CH2:39][Cl:40].[O:25]=[CH:26][N:27]([CH3:28])[CH3:29]>>[C:1]([c:2]1[cH:3][cH:4][cH:5][cH:6][cH:7]1)(=[O:8])[S:9][c:10]1[c:11]([C:12](=[O:14])[NH:36][c:35]2[n:31]([CH3:30])[n:32][c:33]([CH3:37])[cH:34]2)[cH:15][cH:16][cH:17][cH:18]1. Starting materials: C(C)(=O)O[C@H]1[C@@H](C2=C1C=CC=C2)OC(C)=O (trans-1,2-diacetoxy-1,2-dihydrobenzocyclobutene), O=C1C=2CCC(CC2C(C=C1)=O)C(=O)OC (methyl rac-1,2,3,4,5,8-hexahydro-5,8-dioxonaphthalene-2-carboxylate). Solvent: C=1(C(=CC=CC1)C)C (xylene). Yields the product O=C1C=2CCC(CC2C(C2=CC3=CC=CC=C3C=C12)=O)C(=O)OC (methyl rac-1,2,3,4,5,12-hexahydro-5,12-dioxonaphthacene-2-carboxylate). The yield is 81.2%. RXN SMILES: C(O[C@@H:5]1[C:8]2[CH:9]=[CH:10][CH:11]=[CH:12][C:7]=2[C@H:6]1OC(=O)C)(=O)C.[O:17]=[C:18]1[CH:27]=[CH:26][C:25](=[O:28])[C:24]2[CH2:23][CH:22]([C:29]([O:31][CH3:32])=[O:30])[CH2:21][CH2:20][C:19]1=2>C1(C)C(C)=CC=CC=1>[O:17]=[C:18]1[C:27]2[C:26](=[CH:6][C:7]3[C:8]([CH:5]=2)=[CH:9][CH:10]=[CH:11][CH:12]=3)[C:25](=[O:28])[C:24]2[CH2:23][CH:22]([C:29]([O:31][CH3:32])=[O:30])[CH2:21][CH2:20][C:19]1=2. Procedure details: A mixture of 240 mg (1.1 mmol) of trans-1,2-diacetoxy-1,2-dihydrobenzocyclobutene and 220 mg (1.0 mmol) of methyl rac-1,2,3,4,5,8-hexahydro-5,8-dioxonaphthalene-2-carboxylate in 20 ml of dry xylene was stirred and heated under reflux under an atmosphere of nitrogen for 18 hours. The solution was evaporated to dryness, the yellow residue was stirred with 10 ml of diethyl ether and the mixture was subsequently filtered to give 260 mg (81%) of methyl rac-1,2,3,4,5,12-hexahydro-5,12-dioxonaphthacene...